Dataset: the Open Reaction Database (ORD), a public repository of structured organic reaction records. Task: describe an organic reaction: reactants, conditions, products, and yield The reactants are C(CCC)[Sn](=O)CCCC (dibutyloxostannane), N(=[N+]=[N-])[Si](C)(C)C (azidotrimethylsilane), C1C(CC2=CC=CC=C12)NC=1N=CC2=C(N1)CN(C2)C(CCCCC#N)=O (6-[2-(indan-2-ylamino)-5,7-dihydropyrrolo[3,4-d]pyrimidin-6-yl]-6-oxo-hexanenitrile). Run in C1(=CC=CC=C1)C (toluene). Reaction conditions: temperature 105 celsius. Product: C1C(CC2=CC=CC=C12)NC=1N=CC2=C(N1)CN(C2)C(CCCCC2=NN=NN2)=O (1-[2-(2,3-dihydro-1H-inden-2-ylamino)-5,7-dihydro-6H-pyrrolo[3,4-d]pyrimidin-6-yl]-5-(1H-tetrazol-5-yl)pentan-1-one). Yield: 30.8%. Reaction SMILES: C([Sn](CCCC)=O)CCC.[N:11]([Si](C)(C)C)=[N+:12]=[N-:13].[CH2:18]1[C:26]2[C:21](=[CH:22][CH:23]=[CH:24][CH:25]=2)[CH2:20][CH:19]1[NH:27][C:28]1[N:29]=[CH:30][C:31]2[CH2:36][N:35]([C:37](=[O:44])[CH2:38][CH2:39][CH2:40][CH2:41][C:42]#[N:43])[CH2:34][C:32]=2[N:33]=1>C1(C)C=CC=CC=1>[CH2:18]1[C:26]2[C:21](=[CH:22][CH:23]=[CH:24][CH:25]=2)[CH2:20][CH:19]1[NH:27][C:28]1[N:29]=[CH:30][C:31]2[CH2:36][N:35]([C:37](=[O:44])[CH2:38][CH2:39][CH2:40][CH2:41][C:42]3[NH:43][N:13]=[N:12][N:11]=3)[CH2:34][C:32]=2[N:33]=1. Procedure: Add dibutyloxostannane (0.071 g; 1.33 equiv; 0.29 mmoles) and azidotrimethylsilane (1.6 mL; 56 equiv; 12.01 mmoles) to a stirred solution of 6-[2-(indan-2-ylamino)-5,7-dihydropyrrolo[3,4-d]pyrimidin-6-yl]-6-oxo-hexanenitrile (0.077 g; 1.0 equiv; 0.213 mmoles) in toluene (6 mL). Heat the resulting solution to 105° C. for 16 hours. Cool the reaction mixture to ambient temperature and concentrate. Dissolve the residue in methanol (5 mL) and load the solution on an SCX column (eluting with methanol ...